This data is from the Open Reaction Database (ORD), a public repository of structured organic reaction records. The task is: describe an organic reaction: reactants, conditions, products, and yield Starting materials: ClC1=NC2=CC=C(C=C2C=C1)Cl (2,6-dichloroquinoline), O(C1=CC=CC=C1)CCN (2-phenoxyethylamine), COC1=C(CN)C=CC=C1 (2-methoxybenzylamine). The product is COC1=C(CNC=2C=C3C=CC(=NC3=CC2)NCCOC2=CC=CC=C2)C=CC=C1 (N6-(2-Methoxy-benzyl)-N2-(2-phenoxy-ethyl)-quinoline-2,6-diamine). RXN SMILES: Cl[C:2]1[CH:11]=[CH:10][C:9]2[C:4](=[CH:5][CH:6]=[C:7](Cl)[CH:8]=2)[N:3]=1.[O:13]([CH2:20][CH2:21][NH2:22])[C:14]1[CH:19]=[CH:18][CH:17]=[CH:16][CH:15]=1.[CH3:23][O:24][C:25]1[CH:32]=[CH:31][CH:30]=[CH:29][C:26]=1[CH2:27][NH2:28]>>[CH3:23][O:24][C:25]1[CH:32]=[CH:31][CH:30]=[CH:29][C:26]=1[CH2:27][NH:28][C:7]1[CH:8]=[C:9]2[C:4](=[CH:5][CH:6]=1)[N:3]=[C:2]([NH:22][CH2:21][CH2:20][O:13][C:14]1[CH:19]=[CH:18][CH:17]=[CH:16][CH:15]=1)[CH:11]=[CH:10]2. Procedure details: The title compound, MS: m/e=400.3 (M+H+), was prepared in accordance with the general method of example 1 from 2,6-dichloroquinoline, 2-phenoxyethylamine and 2-methoxybenzylamine. Reactants: FC1=CC=C(C=C1)C(C(=O)OC)(C)C=1C=NC(=NC1)N1CCN(CC1)C(=O)OC(C)(C)C (tert-butyl 4-(5-(2-(4-fluorophenyl)-1-methoxy-1-oxopropan-2-yl)pyrimidin-2-yl)piperazine-1-carboxylate), [Li+].[BH4-] (LiBH4). Solvent: C1CCOC1 (THF). Conditions: time 2 hour. Yields the product FC1=CC=C(C=C1)C(CO)(C)C=1C=NC(=NC1)N1CCN(CC1)C(=O)OC(C)(C)C (tert-butyl 4-(5-(2-(4-fluorophenyl)-1-hydroxypropan-2-yl)pyrimidin-2-yl)piperazine-1-carboxylate). Isolated yield 60.0%. Reaction SMILES: [F:1][C:2]1[CH:7]=[CH:6][C:5]([C:8]([C:14]2[CH:15]=[N:16][C:17]([N:20]3[CH2:25][CH2:24][N:23]([C:26]([O:28][C:29]([CH3:32])([CH3:31])[CH3:30])=[O:27])[CH2:22][CH2:21]3)=[N:18][CH:19]=2)([CH3:13])[C:9](OC)=[O:10])=[CH:4][CH:3]=1.[Li+].[BH4-]>C1COCC1>[F:1][C:2]1[CH:7]=[CH:6][C:5]([C:8]([C:14]2[CH:15]=[N:16][C:17]([N:20]3[CH2:25][CH2:24][N:23]([C:26]([O:28][C:29]([CH3:32])([CH3:31])[CH3:30])=[O:27])[CH2:22][CH2:21]3)=[N:18][CH:19]=2)([CH3:13])[CH2:9][OH:10])=[CH:4][CH:3]=1 |f:1.2|. Procedure details: To a mixture of tert-butyl 4-(5-(2-(4-fluorophenyl)-1-methoxy-1-oxopropan-2-yl)pyrimidin-2-yl)piperazine-1-carboxylate (0.4 g, 0.9 mmol) in THF (10 mL) was added LiBH4 (40 mg, 1.8 mmol). After stirred at RT for 2 h, the reaction was quenched by aq. NH4Cl and extracted with EA. The combined organic layers were washed with water and brine, dried over Na2SO4, filtered and concentrated. The residue was passed a column (silica gel, PE:EA=1:1) to afford the title compound (225 mg, 60%) as a yellow sol... Starting materials: BrC1=C(N(C2=CC=CC=C12)CC1=CC=C(C=C1)OC)C(=O)OCC (ethyl 3-bromo-1-(4-methoxybenzyl)-1H-indole-2-carboxylate), C1(=CC=CC2=CC=CC=C12)OCCO (2-(naphthalen-1-yloxy)ethanol), C1(=C(C=CC2=CC=CC=C12)P(C(C)(C)C)C(C)(C)C)C1=CC=CC2=CC=CC=C12 (1,1′-binaphthyl-2-yldi-tert-butylphosphine), C(=O)([O-])[O-].[Cs+].[Cs+] (Cs2CO3). Reagents/catalysts: C(C)(=O)[O-].[Pd+2].C(C)(=O)[O-] (palladium(II) acetate). The solvent is C1(=CC=CC=C1)C (toluene). Product: COC1=CC=C(CN2C(=C(C3=CC=CC=C23)OCCOC2=CC=CC3=CC=CC=C23)C(=O)OCC)C=C1 (ethyl 1-(4-methoxybenzyl)-3-(2-(naphthalen-1-yloxy)ethoxy)-1H-indole-2-carboxylate). Reaction SMILES: Br[C:2]1[C:10]2[C:5](=[CH:6][CH:7]=[CH:8][CH:9]=2)[N:4]([CH2:11][C:12]2[CH:17]=[CH:16][C:15]([O:18][CH3:19])=[CH:14][CH:13]=2)[C:3]=1[C:20]([O:22][CH2:23][CH3:24])=[O:21].[C:25]1([O:35][CH2:36][CH2:37][OH:38])[C:34]2[C:29](=[CH:30][CH:31]=[CH:32][CH:33]=2)[CH:28]=[CH:27][CH:26]=1.C1(C2C3C(=CC=CC=3)C=CC=2)C2C(=CC=CC=2)C=CC=1P(C(C)(C)C)C(C)(C)C.C([O-])([O-])=O.[Cs+].[Cs+]>C1(C)C=CC=CC=1.C([O-])(=O)C.[Pd+2].C([O-])(=O)C>[CH3:19][O:18][C:15]1[CH:16]=[CH:17][C:12]([CH2:11][N:4]2[C:5]3[C:10](=[CH:9][CH:8]=[CH:7][CH:6]=3)[C:2]([O:38][CH2:37][CH2:36][O:35][C:25]3[C:34]4[C:29](=[CH:30][CH:31]=[CH:32][CH:33]=4)[CH:28]=[CH:27][CH:26]=3)=[C:3]2[C:20]([O:22][CH2:23][CH3:24])=[O:21])=[CH:13][CH:14]=1 |f:3.4.5,7.8.9|. Procedure details: To a solution of EXAMPLE 101B (388 mg) and 2-(naphthalen-1-yloxy)ethanol (188 mg) in toluene (3 ml) was added 1,1′-binaphthyl-2-yldi-tert-butylphosphine (7.5 mg), palladium(II) acetate (5 mg) and Cs2CO3 (488 mg). The mixture was purged with argon and stirred at room temperature and then heated at 80° C. overnight. After this time the mixture was diluted with ethyl acetate (200 mL) and washed with water, brine and dried over Na2SO4. After concentration of the solvent, the residue was loaded on a ...